This data is from the Open Reaction Database (ORD), a public repository of structured organic reaction records. The task is: describe an organic reaction: reactants, conditions, products, and yield The reactants are Cl (HCl), FC(CNC(=O)C=1SC(=CC1C)C1OCCO1)(F)F (5-[1,3]dioxolan-2-yl-3-methyl-thiophene-2-carboxylic acid (2,2,2-trifluoro-ethyl)-amide). Solvent: CC(=O)C (acetone). Run at time 4 hour. Product: FC(CNC(=O)C=1SC(=CC1C)C=O)(F)F (5-formyl-3-methyl-thiophene-2-carboxylic acid (2,2,2-trifluoro-ethyl)-amide). Yield: 51.2%. Reaction SMILES: Cl.[F:2][C:3]([F:20])([F:19])[CH2:4][NH:5][C:6]([C:8]1[S:9][C:10]([CH:14]2OCC[O:15]2)=[CH:11][C:12]=1[CH3:13])=[O:7]>CC(C)=O>[F:20][C:3]([F:2])([F:19])[CH2:4][NH:5][C:6]([C:8]1[S:9][C:10]([CH:14]=[O:15])=[CH:11][C:12]=1[CH3:13])=[O:7]. Procedure: HCl (2N, 4 ml) is added to a solution of 5-[1,3]dioxolan-2-yl-3-methyl-thiophene-2-carboxylic acid (2,2,2-trifluoro-ethyl)-amide (450 mg) in acetone (10 ml). After 4 hours at 50° C. and one night at room temperature, the reaction is quenched with water. The reaction mixture is extracted three times with ethyl acetate. The combined organic phases are dried over Na2SO4 and concentrated in vacuo. The crude product is purified on a semi-preparative HPLC to yield 5-formyl-3-methyl-thiophene-2-carboxy... Yields the product CNC1C2CNCC2CC=C1 (4-Methylamino-1,3,3a,4,7,7a-hexahydroisoindole). Reported procedure: 27.1 g (0.71 mol) of lithium aluminium hydride in 300 ml of absolute tetrahydrofuran are initially introduced into the reaction vessel, under nitrogen, and a solution of 57 g (0.21 mol) of 4-(tert.-butyloxycarbonylamino)-1,3-dioxo-1,3,3a,4,7,7a-hexahydroisoindole in 570 ml of absolute tetrahydrofuran is added dropwise. The mixture is then boiled under reflux cooling overnight. After cooling, 27.1 g of water in 82 ml of tetrahydrofuran, 27.1 g of 10% strength sodium hydroxide solution and 81.3 g ... As a reaction SMILES: [H-].[Al+3].[Li+].[H-].[H-].[H-].C(O[C:12]([NH:14][CH:15]1[CH:23]=[CH:22][CH2:21][CH:20]2[CH:16]1[C:17](=O)[NH:18][C:19]2=O)=O)(C)(C)C.O.[OH-].[Na+]>O1CCCC1>[CH3:12][NH:14][CH:15]1[CH:23]=[CH:22][CH2:21][CH:20]2[CH:16]1[CH2:17][NH:18][CH2:19]2 |f:0.1.2.3.4.5,8.9|. Reactants: C(C)(C)(C)OC(=O)NC1C2C(NC(C2CC=C1)=O)=O (4-(tert.-butyloxycarbonylamino)-1,3-dioxo-1,3,3a,4,7,7a-hexahydroisoindole), [H-].[Al+3].[Li+].[H-].[H-].[H-] (lithium aluminium hydride), O (water), [OH-].[Na+] (sodium hydroxide), O (water). Run in O1CCCC1 (tetrahydrofuran), O1CCCC1 (tetrahydrofuran), O1CCCC1 (tetrahydrofuran). Reactants: [Al+3], CCCCCC, CCOC(=O)c1cn(-c2ccccn2)nc1C, [H-], [H-], [H-], [H-], [Li+], [Na+], [Na+], C1CCOC1, O, O, O, O, O, O, O, O, O, O, O=S(=O)([O-])[O-]. Yields the product Cc1nn(-c2ccccn2)cc1CO. Reaction SMILES: [Al+3:2].[CH3:41][CH2:42][CH2:43][CH2:44][CH2:45][CH3:46].[CH3:7][c:8]1[n:9][n:10](-[c:18]2[n:19][cH:20][cH:21][cH:22][cH:23]2)[cH:11][c:12]1[C:13](=[O:14])[O:15][CH2:16][CH3:17].[H-:1].[H-:4].[H-:5].[H-:6].[Li+:3].[Na+:39].[Na+:40].[O:47]1[CH2:48][CH2:49][CH2:50][CH2:51]1.[OH2:24].[OH2:25].[OH2:26].[OH2:27].[OH2:28].[OH2:29].[OH2:30].[OH2:31].[OH2:32].[OH2:33].[S:34]([O-:35])([O-:36])(=[O:37])=[O:38]>>[CH3:7][c:8]1[n:9][n:10](-[c:18]2[n:19][cH:20][cH:21][cH:22][cH:23]2)[cH:11][c:12]1[CH2:13][OH:14]. Reactants: [N+](=O)([O-])C1=CC=C(C(=O)OC)C=C1 (methyl 4-nitrobenzoate), CC(C)([O-])C.[K+] (Potassium t-butoxide), O(C1=CC=CC=C1)C1=C(C=CC=C1)O (phenoxyphenol), C1(=CC=CC=C1)C (toluene). Solvent: CN(C=O)C (N,N-dimethylformamide), CN(C=O)C (N,N-dimethylformamide). Product: O(C1=CC=CC=C1)C1=CC=C(OC2=CC=C(C(=O)OC)C=C2)C=C1 (Methyl 4-(4-phenoxyphenoxy)benzoate), 1. Isolated yield 82.0%. Reaction SMILES: [O:1]([C:8]1[CH:13]=[CH:12][CH:11]=[CH:10][C:9]=1O)[C:2]1[CH:7]=[CH:6][CH:5]=[CH:4][CH:3]=1.C1(C)C=CC=CC=1.CC(C)([O-:25])C.[K+].[N+]([C:31]1[CH:40]=[CH:39][C:34]([C:35]([O:37][CH3:38])=[O:36])=[CH:33][CH:32]=1)([O-])=O>CN(C)C=O>[O:1]([C:8]1[CH:13]=[CH:12][C:11]([O:25][C:31]2[CH:40]=[CH:39][C:34]([C:35]([O:37][CH3:38])=[O:36])=[CH:33][CH:32]=2)=[CH:10][CH:9]=1)[C:2]1[CH:7]=[CH:6][CH:5]=[CH:4][CH:3]=1 |f:2.3|. Procedure: Methyl 4-(4-phenoxyphenoxy)benzoate is synthesized as follows. A mixture of 15.00 g (80.6 mmoles) of -phenoxyphenol, 130 ml of N,N-dimethylformamide and 75 ml of toluene is agitated under nitrogen atmosphere. Potassium t-butoxide (9.32 g, 80.6 mmoles) is added with vigorous stirring and the mixture is heated to reflux. An azeotrope of t-butanol and toluene (85 ml) is collected at temperatures of 120° C. to 135° C. and is discarded. The mixture is cooled to ambient temperature, and a solution of ... Reactants: NCCO, COc1cc(C=O)cc(OC)c1OC, O=C1CNC(=O)N1, O. Yields the product COc1cc(C=C2NC(=O)NC2=O)cc(OC)c1OC. Reaction SMILES: [CH2:22]([CH2:23][NH2:24])[OH:25].[CH3:8][O:9][c:10]1[cH:11][c:12]([CH:13]=[O:14])[cH:15][c:16]([O:20][CH3:21])[c:17]1[O:18][CH3:19].[NH:1]1[C:2](=[O:3])[NH:4][C:5](=[O:6])[CH2:7]1.[OH2:26]>>[NH:1]1[C:2](=[O:3])[NH:4][C:5](=[O:6])[C:7]1=[CH:13][c:12]1[cH:11][c:10]([O:9][CH3:8])[c:17]([O:18][CH3:19])[c:16]([O:20][CH3:21])[cH:15]1. The reactants are C(C)(C)(C)OC(NC1(CC2=CC=C(C=C2C1)[N+](=O)[O-])C(=O)N)=O ((±)-tert-Butyl[2-(aminocarbonyl)-5-nitro-2,3-dihydro-1H-inden-2-yl]carbamate), C(C)(C)(C)OC(=O)NC1(CC2=CC=C(C=C2C1)[N+](=O)[O-])C(=O)O ((±)-2-[(tert-Butoxycarbonyl)amino]-5-nitroindane-2-carboxylic acid), [Cl-].[NH4+] (ammonium chloride), C(CCl)Cl (EDC), CCN(C(C)C)C(C)C (DIEA), C(=O)(O)[O-].[Na+] (NaHCO3). The solvent is CN(C)C=O (DMF). The product is [NH4+].[OH-] (NH4OH), NC1(CC2=CC=C(C=C2C1)[N+](=O)[O-])C(=O)N ((±)-2-Amino-5-nitroindane-2-carboxamide). Reaction SMILES: C([O:5]C(=O)[NH:7][C:8]1([C:20]([NH2:22])=[O:21])[CH2:16][C:15]2[C:10](=[CH:11][CH:12]=[C:13]([N+:17]([O-:19])=[O:18])[CH:14]=2)[CH2:9]1)(C)(C)C.C(OC(NC1(C(O)=O)CC2C(=CC=C([N+]([O-])=O)C=2)C1)=O)(C)(C)C.[Cl-].[NH4+].C(Cl)CCl.CCN(C(C)C)C(C)C.C([O-])(O)=O.[Na+]>CN(C=O)C>[NH4+:7].[OH-:5].[NH2:7][C:8]1([C:20]([NH2:22])=[O:21])[CH2:16][C:15]2[C:10](=[CH:11][CH:12]=[C:13]([N+:17]([O-:19])=[O:18])[CH:14]=2)[CH2:9]1 |f:2.3,6.7,9.10|. Procedure: (±)-tert-Butyl[2-(aminocarbonyl)-5-nitro-2,3-dihydro-1H-inden-2-yl]carbamate A solution of (±)-2-[(tent-butoxycarbonyl)amino]-5-nitroindane-2-carboxylic acid from Step C (470 mg, 1.46 mmol), ammonium chloride (156 mg, 2.92 mmol), EDC (419 mg, 2.19 mmol), HORT (335 mg, 2.19 mmol), and DIEA (1.27 mL, 7.29 mmol) in DMF (5 mL) was stirred at ambient temperature for 16 h. The reaction mixture was poured onto saturated NaHCO3 (20 mL) and extracted with CH2Cl2 (3×20 mL). The combined organic layers wer...